From a dataset of the Open Reaction Database (ORD), a public repository of structured organic reaction records. describe an organic reaction: reactants, conditions, products, and yield Starting materials: CC(C)=C (isobutylene), C(C)(C)C1=CC=C(C=C1)O (4-isopropyl-phenol), acid, C1(=CC=CC=C1)C (toluene). Reaction conditions: temperature 150 celsius. The product is CC1(CC(C2=CC(=CC=C12)O)(C)C)C (1,1,3,3-tetramethyl-5-hydroxyindane). Reaction SMILES: [CH3:1][C:2](=C)[CH3:3].[CH:5]([C:8]1[CH:13]=[CH:12][C:11]([OH:14])=[CH:10][CH:9]=1)([CH3:7])[CH3:6].[C:15]1(C)C=CC=CC=1>>[CH3:6][C:5]1([CH3:15])[C:8]2[C:9](=[CH:10][C:11]([OH:14])=[CH:12][CH:13]=2)[C:2]([CH3:3])([CH3:1])[CH2:7]1. Procedure details: 112 g (2 mol) of isobutylene were pumped for 1 hour into 136 g (1 mol) of 4-isopropyl-phenol in 100 ml of toluene and 30 g of an acid activated Fuller's earth in an autoclave with stirring at 150°C. The reaction mixture was then stirred for 6 hours at 150°C. After removal of the catalyst by filtration, 120 g of pure 1,1,3,3-tetramethyl-5-hydroxyindane were obtained by fractional distillation; Bp12 : 144°C; Mp: 119°C. ##SPC11## The reactants are C(\C=C/C(=O)O)(=O)O (maleic acid), NC=1C(=CC2=C(N(C(=N2)N2CCN(CC2)C)C(C)C)C1)Cl (6-amino-5-chloro-1-isopropyl-2-(4-methyl-1-piperazinyl)benzimidazole). Solvent: CO (Methanol), CO (methanol). The product is C(\C=C/C(=O)O)(=O)O.C(\C=C/C(=O)O)(=O)O.NC=1C(=CC2=C(N(C(=N2)N2CCN(CC2)C)C(C)C)C1)Cl (6-amino-5-chloro-1-isopropyl-2-(4-methyl-1piperazinyl)benzimidazole dimaleate). The yield is 68.4%. Reaction SMILES: [C:1]([OH:8])(=[O:7])/[CH:2]=[CH:3]\[C:4]([OH:6])=[O:5].[NH2:9][C:10]1[C:11]([Cl:29])=[CH:12][C:13]2[N:17]=[C:16]([N:18]3[CH2:23][CH2:22][N:21]([CH3:24])[CH2:20][CH2:19]3)[N:15]([CH:25]([CH3:27])[CH3:26])[C:14]=2[CH:28]=1>CO>[C:1]([OH:8])(=[O:7])/[CH:2]=[CH:3]\[C:4]([OH:6])=[O:5].[C:1]([OH:8])(=[O:7])/[CH:2]=[CH:3]\[C:4]([OH:6])=[O:5].[NH2:9][C:10]1[C:11]([Cl:29])=[CH:12][C:13]2[N:17]=[C:16]([N:18]3[CH2:23][CH2:22][N:21]([CH3:24])[CH2:20][CH2:19]3)[N:15]([CH:25]([CH3:27])[CH3:26])[C:14]=2[CH:28]=1 |f:3.4.5|. Reported procedure: Methanol (5 ml) was added to maleic acid (0.8 g) and the mixture was heated to dissolve. To the solution was added 6-amino-5-chloro-1-isopropyl-2-(4-methyl-1-piperazinyl)benzimidazole (1.0 g) dissolved in methanol (5 ml). After cooling, the precipitated crystal was separated by filtration off and the obtained crystal was recrystallized from acetonitrile to give 6-amino-5-chloro-1-isopropyl-2-(4-methyl-1piperazinyl)benzimidazole dimaleate (1.2 g) as colorless crystal. Reactants: C1CNCC(C=2NC=3C=CC=CC3C21)C(=O)OCC (Ethyl 1,2,3,4,5,6-hexahydroazepino[4,5-b]indole-5-carboxylate), Cl.CN (methylamine hydrochloride), CN (methylamine). The solvent is C1CCOC1 (THF). Reaction conditions: temperature 80 celsius. The product is CNC(=O)C1CNCCC2=C1NC=1C=CC=CC21 (N-Methyl 1,2,3,4,5,6-Hexahydroazepino[4,5-b]Indole-5-Carbamide). The yield is 65.8%. As a reaction SMILES: [CH2:1]1[C:14]2[C:13]3[CH:12]=[CH:11][CH:10]=[CH:9][C:8]=3[NH:7][C:6]=2[CH:5]([C:15]([O:17]CC)=O)[CH2:4][NH:3][CH2:2]1.Cl.[CH3:21][NH2:22].CN>C1COCC1>[CH3:21][NH:22][C:15]([CH:5]1[C:6]2[NH:7][C:8]3[CH:9]=[CH:10][CH:11]=[CH:12][C:13]=3[C:14]=2[CH2:1][CH2:2][NH:3][CH2:4]1)=[O:17] |f:1.2|. Procedure: Ethyl 1,2,3,4,5,6-hexahydroazepino[4,5-b]indole-5-carboxylate (1.29 g, 5 mmol; European Patent No. EP 064 317 B1) and methylamine hydrochloride (0.67 g, 10 mmol) were added to a solution of methylamine in THF (2 M, 15 mL) and the suspension was heated to 80° C. in a sealed tube under nitrogen stirring for 72 hours. Solvent was evaporated to give a crude product, which was purified by chromatography on silica gel eluting with MeOH-DCM (1:9 to 1:4) to give the title compound (0.8 g); 1H-NMR (CDCl3... The reactants are Cl.O=C1N(C2=NC(=NC=C2N1)C=1C=NN2C1C=C(C=C2)C#N)[C@@H]2CNCCC2 ((S)-3-(8-Oxo-9-(piperidin-3-yl)-8,9-dihydro-7H-purin-2-yl)pyrazolo[1,5-a]pyridine-5-carbonitrile hydrochloride), C(#N)CC(=O)ON1C(CCC1=O)=O (2,5-dioxopyrrolidin-1-yl 2-cyanoacetate), TEA. Solvent: CN(C)C=O (DMF). Conditions: time 18 hour. Product: C(#N)CC(=O)N1C[C@H](CCC1)N1C2=NC(=NC=C2NC1=O)C=1C=NN2C1C=C(C=C2)C#N ((S)-3-(9-(1-(2-Cyanoacetyl)piperidin-3-yl)-8-oxo-8,9-dihydro-7H-purin-2-yl)pyrazolo[1,5-a]pyridine-5-carbonitrile). The yield is 28.8%. RXN SMILES: Cl.[O:2]=[C:3]1[NH:11][C:10]2[C:5](=[N:6][C:7]([C:12]3[CH:13]=[N:14][N:15]4[CH:20]=[CH:19][C:18]([C:21]#[N:22])=[CH:17][C:16]=34)=[N:8][CH:9]=2)[N:4]1[C@H:23]1[CH2:28][CH2:27][CH2:26][NH:25][CH2:24]1.[C:29]([CH2:31][C:32](ON1C(=O)CCC1=O)=[O:33])#[N:30]>CN(C=O)C>[C:29]([CH2:31][C:32]([N:25]1[CH2:26][CH2:27][CH2:28][C@H:23]([N:4]2[C:3](=[O:2])[NH:11][C:10]3[C:5]2=[N:6][C:7]([C:12]2[CH:13]=[N:14][N:15]4[CH:20]=[CH:19][C:18]([C:21]#[N:22])=[CH:17][C:16]=24)=[N:8][CH:9]=3)[CH2:24]1)=[O:33])#[N:30] |f:0.1|. Procedure details: To a solution of the compound obtained in example 6 (45 mg, 0.095 mmol) in anhydrous DMF (3 mL), 2,5-dioxopyrrolidin-1-yl 2-cyanoacetate (69 mg, 0.38 mmol) and anhydrous TEA (0.09 mL, 0.665 mmol) were added. The reaction mixture was stirred at room temperature for 18 h, and the solvent was concentrated off. It was quenched with saturated NaHCO2 aqueous solution (15 mL) and extracted with EtOAc (3×15 mL). The combined organic phases were dried over anhydrous Mg2SO4, filtered and concentrated. The...